This data is from the Open Reaction Database (ORD), a public repository of structured organic reaction records. The task is: describe an organic reaction: reactants, conditions, products, and yield Reactants: [NH2+]1CCCC1.CC(C)(OC(=O)NCC(=O)NC1=NN=NN1)C (2-[(1,1-Dimethylethoxy)carbonyl]amino-N-[(1H)-tetrazol-5-yl]acetamide, pyrrolidinium salt). The solvent is C(C)(=O)OCC (ethyl acetate). Reported procedure: The product of step (i) (1.4 g) was slurried in ethyl acetate, washed with 1N HCl and filtered. The filtrate was washed with water, dried (MgSO4) and evaporated. The residue was dissolved in dichloromethane (50 ml) and trifluoroacetic acid (8 ml) and stirred at room temperature for 2 hours. The mixture was evaporated. The residue was azeotroped with toluene and triturated with isohexane. The product was collected by filtration. Yield 0.45 g. Product: NCC(=O)NC1=NN=NN1 (2-Amino-N-[(1H)-tetrazol-5-yl]acetamide). Run at time 2 hour. As a reaction SMILES: [NH2+]1CCCC1.CC(C)(OC([NH:12][CH2:13][C:14]([NH:16][C:17]1[NH:21][N:20]=[N:19][N:18]=1)=[O:15])=O)C>C(OCC)(=O)C>[NH2:12][CH2:13][C:14]([NH:16][C:17]1[NH:21][N:20]=[N:19][N:18]=1)=[O:15] |f:0.1|. Procedure: 2-(Methylthio)-3H-imidazo[4,5-b]pyridine (3.5 g) was dissolved in conc. HCl (10 mL), and then the mixture was cooled to 0° C. Chlorine gas was bubbled through the mixture for 2 h in iced bath. The mixture was poured onto ice, and neutralized to pH 7 with aqueous ammonium solution. The precipitate was collected by filtration to give the title compound as white crystals (1.0 g). Product: ClC1=NC=2C(=NC=CC2)N1 (2-Chloro-3H-imidazo[4,5-b]pyridine). Reactants: CSC1=NC=2C(=NC=CC2)N1 (2-(Methylthio)-3H-imidazo[4,5-b]pyridine), Cl (HCl). Run at temperature 0 celsius. Reaction SMILES: CS[C:3]1[NH:11][C:6]2=[N:7][CH:8]=[CH:9][CH:10]=[C:5]2[N:4]=1.[ClH:12]>>[Cl:12][C:3]1[NH:11][C:6]2=[N:7][CH:8]=[CH:9][CH:10]=[C:5]2[N:4]=1. Starting materials: [H-].[Na+] (sodium hydride), O=C1NCC(C12CN(CCC2)C(=O)OC(C)(C)C)C2=CC=CC=C2 (Tert-butyl 1-oxo-4-phenyl-2,7-diazaspiro[4.5]decane-7-carboxylate), ClC(S(=O)(=O)OCC(F)(F)F)(Cl)Cl (1,1,1-trifluoroethyl trichloromethanesulfonate). As a reaction SMILES: [O:1]=[C:2]1[C:6]2([CH2:11][CH2:10][CH2:9][N:8]([C:12]([O:14][C:15]([CH3:18])([CH3:17])[CH3:16])=[O:13])[CH2:7]2)[CH:5]([C:19]2[CH:24]=[CH:23][CH:22]=[CH:21][CH:20]=2)[CH2:4][NH:3]1.[H-].[Na+].ClC(Cl)(Cl)S(O[CH2:33][C:34]([F:37])([F:36])[F:35])(=O)=O>C1COCC1>[O:1]=[C:2]1[C:6]2([CH2:11][CH2:10][CH2:9][N:8]([C:12]([O:14][C:15]([CH3:18])([CH3:17])[CH3:16])=[O:13])[CH2:7]2)[CH:5]([C:19]2[CH:20]=[CH:21][CH:22]=[CH:23][CH:24]=2)[CH2:4][N:3]1[CH2:33][C:34]([F:37])([F:36])[F:35] |f:1.2|. The product is O=C1N(CC(C12CN(CCC2)C(=O)OC(C)(C)C)C2=CC=CC=C2)CC(F)(F)F (tert-butyl 1-oxo-4-phenyl-2-(2,2,2-trifluoroethyl)-2,7-diazaspiro[4.5]decane-7-carboxylate). Procedure: Tert-butyl 1-oxo-4-phenyl-2,7-diazaspiro[4.5]decane-7-carboxylate (1 g, 3.03 mmol) in THF (13 ml) cooled to 0° C. was treated with sodium hydride (60% in oil) (4.54 mmol, 0.182 g). The reaction mixture was stirred at 0° C. for 5 minutes and stirred at room temperature for 1 hour. The reaction mixture was cooled back down to 0° C. and treated dropwise with 1,1,1-trifluoroethyl trichloromethanesulfonate (0.547 ml, 3.33 mmol) in THF (2 ml). The reaction mixture was stirred at room temperature for 9... The solvent is C1CCOC1 (THF), C1CCOC1 (THF). Reaction conditions: temperature 0 celsius, time 5 minute. Yields the product OC1=CC=C(C=2C(C3=CC=CC(=C3C(C12)=O)[N+](=O)[O-])=O)N (1-hydroxy-4-amino-8-nitroanthraquinone). Procedure: 30 parts of 1,5-dinitroanthraquinone are stirred in 300 parts of 28% strength oleum for 4 hours at 50° to 60° C. 15 parts of boric acid are then added with cooling and dissolved. The reaction mixture is then diluted with 57.5 parts of 78% sulphuric acid and 156 parts of water, while cooling is continued, and stirred for 15 hours at room temperature. The reaction mixture is discharged onto 2,000 parts of ice, and the product is filtered off with suction and washed with warm water until neutral. A... As a reaction SMILES: [N+:1]([C:4]1[C:17]2[C:16](=[O:18])[C:15]3[C:10](=[C:11]([N+:19]([O-])=O)[CH:12]=[CH:13][CH:14]=3)[C:9](=[O:22])[C:8]=2[CH:7]=[CH:6][CH:5]=1)([O-:3])=[O:2].[OH:23]S(O)(=O)=O.O=S(=O)=O.B(O)(O)O>S(=O)(=O)(O)O.O>[OH:23][C:14]1[C:15]2[C:16](=[O:18])[C:17]3[C:8](=[CH:7][CH:6]=[CH:5][C:4]=3[N+:1]([O-:3])=[O:2])[C:9](=[O:22])[C:10]=2[C:11]([NH2:19])=[CH:12][CH:13]=1 |f:1.2|. Solvent: S(O)(O)(=O)=O (sulphuric acid), O (water). Reactants: [N+](=O)([O-])C1=CC=CC=2C(C3=C(C=CC=C3C(C12)=O)[N+](=O)[O-])=O (1,5-dinitroanthraquinone), OS(=O)(=O)O.O=S(=O)=O (oleum), B(O)(O)O (boric acid). Run at time 15 hour. Reactants: C1(=CC=CC=C1)C12CNCC2C1 (1-phenyl-3-azabicyclo[3.1.0]-hexane), C([O-])([O-])=O.[Na+].[Na+] (sodium carbonate), FC1=CC=C(C(=O)Cl)C=C1 (p-fluorobenzoyl chloride). The solvent is C1=CC=CC=C1 (benzene), O (water), C1=CC=CC=C1 (benzene). Yields the product FC1=CC=C(C(=O)N2CC3(CC3C2)C2=CC=CC=C2)C=C1 (3-p-Fluorobenzoyl-1-phenyl-3-azabicyclo[3.1.0]hexane). As a reaction SMILES: [C:1]1([C:7]23[CH2:12][CH:11]2[CH2:10][NH:9][CH2:8]3)[CH:6]=[CH:5][CH:4]=[CH:3][CH:2]=1.C(=O)([O-])[O-].[Na+].[Na+].[F:19][C:20]1[CH:28]=[CH:27][C:23]([C:24](Cl)=[O:25])=[CH:22][CH:21]=1>C1C=CC=CC=1.O>[F:19][C:20]1[CH:28]=[CH:27][C:23]([C:24]([N:9]2[CH2:10][CH:11]3[C:7]([C:1]4[CH:2]=[CH:3][CH:4]=[CH:5][CH:6]=4)([CH2:12]3)[CH2:8]2)=[O:25])=[CH:22][CH:21]=1 |f:1.2.3|. Reported procedure: A 6.4 g. portion of 1-phenyl-3-azabicyclo[3.1.0]-hexane is added to 60 ml. of benzene. A 4.2 g. portion of sodium carbonate in 40 ml. of water is added with stirring. A 6.3 g. portion of p-fluorobenzoyl chloride in 40 ml. of benzene is added and the mixture is stirred overnight. The solid in the aqueous layer is recovered by filtration, washed with water and slurried in ether giving the product as white crystals, mp 101°-103° C.